From a dataset of the Open Reaction Database (ORD), a public repository of structured organic reaction records. describe an organic reaction: reactants, conditions, products, and yield The reactants are C(C1=CC=CC=C1)OC1=CC=NC2=CC=C(C=C12)C1=NC(=CC=C1)Br (4-(benzyloxy)-6-(6-bromopyridin-2-yl)quinoline), FC1=C(C(=CC=C1)F)B(O)O (2,6 difluorophenylboronic acid), C(C)(C)N(CC)C(C)C (diisopropylethylamine), tetrakis(triphenylphospine)palladium. Run in C1(=CC=CC=C1)C.C(C)O (toluene ethanol). Yields the product C(C1=CC=CC=C1)OC1=CC=NC2=CC=C(C=C12)C1=NC(=CC=C1)C1=C(C=CC=C1F)F (4-(benzyloxy)-6-(6-(2,6-difluorophenyl)pyridin-2-yl)quinoline). The yield is 74.0%. As a reaction SMILES: [CH2:1]([O:8][C:9]1[C:18]2[C:13](=[CH:14][CH:15]=[C:16]([C:19]3[CH:24]=[CH:23][CH:22]=[C:21](Br)[N:20]=3)[CH:17]=2)[N:12]=[CH:11][CH:10]=1)[C:2]1[CH:7]=[CH:6][CH:5]=[CH:4][CH:3]=1.[F:26][C:27]1[CH:32]=[CH:31][CH:30]=[C:29]([F:33])[C:28]=1B(O)O.C(N(C(C)C)CC)(C)C>C1(C)C=CC=CC=1.C(O)C>[CH2:1]([O:8][C:9]1[C:18]2[C:13](=[CH:14][CH:15]=[C:16]([C:19]3[CH:24]=[CH:23][CH:22]=[C:21]([C:28]4[C:27]([F:26])=[CH:32][CH:31]=[CH:30][C:29]=4[F:33])[N:20]=3)[CH:17]=2)[N:12]=[CH:11][CH:10]=1)[C:2]1[CH:7]=[CH:6][CH:5]=[CH:4][CH:3]=1 |f:3.4|. Procedure: A solution of 4-(benzyloxy)-6-(6-bromopyridin-2-yl)quinoline (1.0 equiv.), 2,6 difluorophenylboronic acid (3.0 equiv.), diisopropylethylamine (3.0 equiv) and tetrakis(triphenylphospine)palladium (0.1 equiv.) in 1:1 toluene/ethanol was heated in a microwave at 120° C. for 20 minutes. Upon cooling, the solution was partitioned between EtOAc and H2O. Upon separation, the organic layer was washed with NaCl(sat.), dried over MgSO4, concentrated and purified by silica gel chromatography (60-75 EtOAc/h... Starting materials: CCc1ccc2nc(C)[nH]c2c1N1CC(CN)OC1=O, CC(=O)OC(C)=O, c1ccncc1. Product: CCc1ccc2nc(C)[nH]c2c1N1CC(CNC(C)=O)OC1=O. Reaction SMILES: [CH2:1]([CH3:2])[c:3]1[c:4]([N:13]2[C:14](=[O:20])[O:15][CH:16]([CH2:18][NH2:19])[CH2:17]2)[c:5]2[c:6]([n:7][c:8]([CH3:10])[nH:9]2)[cH:11][cH:12]1.[CH3:21][C:22](=[O:23])[O:24][C:25](=[O:26])[CH3:27].[cH:28]1[cH:29][cH:30][n:31][cH:32][cH:33]1>>[CH2:1]([CH3:2])[c:3]1[c:4]([N:13]2[C:14](=[O:20])[O:15][CH:16]([CH2:18][NH:19][C:22]([CH3:21])=[O:23])[CH2:17]2)[c:5]2[c:6]([n:7][c:8]([CH3:10])[nH:9]2)[cH:11][cH:12]1. Reactants: CCNC(=O)Nc1nc2cccc(C#C[Si](C)(C)C)c2s1, CO, CCCCCCC, CO, [K+], CN(C)C=O, [OH-]. Yields the product C#Cc1cccc2nc(NC(=O)NCC)sc12. Reaction SMILES: [CH3:1][Si:2]([CH3:3])([CH3:4])[C:5]#[C:6][c:7]1[cH:8][cH:9][cH:10][c:11]2[n:12][c:13]([NH:16][C:17](=[O:18])[NH:19][CH2:20][CH3:21])[s:14][c:15]12.[CH3:29][OH:30].[CH3:31][CH2:32][CH2:33][CH2:34][CH2:35][CH2:36][CH3:37].[CH3:38][OH:39].[K+:23].[O:24]=[CH:25][N:26]([CH3:27])[CH3:28].[OH-:22]>>[CH:5]#[C:6][c:7]1[cH:8][cH:9][cH:10][c:11]2[n:12][c:13]([NH:16][C:17](=[O:18])[NH:19][CH2:20][CH3:21])[s:14][c:15]12. The reactants are ClC=1C=C(C2=C(C(OC(=N2)C2=CC=NN2C2=NC=CC=C2Cl)=O)C1)C (6-chloro-2-[1-(3-chloro-2-pyridinyl)-1H-pyrazol-5-yl]-8-methyl-4H-3,1-benzoxazine-4-one), O.NN (hydrazine monohydrate), O1CCCC1 (tetrahydrofuran). The solvent is O (Water). Reaction conditions: time 4 hour. Yields the product ClC1=CC(=C(C(=C1)C)NC(=O)C1=CC=NN1C1=NC=CC=C1Cl)C(=O)NN (N-[4-chloro-2-(hydrazinocarbonyl)-6-methylphenyl]-1-(3-chloro-2-pyridinyl)-1H-pyrazole-5-carboxamide). Reaction SMILES: [Cl:1][C:2]1[CH:3]=[C:4]([CH3:25])[C:5]2[N:10]=[C:9]([C:11]3[N:15]([C:16]4[C:21]([Cl:22])=[CH:20][CH:19]=[CH:18][N:17]=4)[N:14]=[CH:13][CH:12]=3)[O:8][C:7](=[O:23])[C:6]=2[CH:24]=1.O.[NH2:27][NH2:28].O1CCCC1>O>[Cl:1][C:2]1[CH:3]=[C:4]([CH3:25])[C:5]([NH:10][C:9]([C:11]2[N:15]([C:16]3[C:21]([Cl:22])=[CH:20][CH:19]=[CH:18][N:17]=3)[N:14]=[CH:13][CH:12]=2)=[O:8])=[C:6]([C:7]([NH:27][NH2:28])=[O:23])[CH:24]=1 |f:1.2|. Reported procedure: A mixture of 0.50 g of 6-chloro-2-[1-(3-chloro-2-pyridinyl)-1H-pyrazol-5-yl]-8-methyl-4H-3,1-benzoxazine-4-one, 0.13 ml of hydrazine monohydrate and 20 ml of tetrahydrofuran was stirred at room temperature for 4 hours. Water was poured into the reaction mixture, and the mixture was extracted with ethyl acetate two times. The organic layers were combined, washed with an aqueous saturated sodium chloride solution, dried over anhydrous magnesium sulfate, and concentrated under reduced pressure. The... Reactants: COc1ccc(C=O)cc1Br, [BH3-]C#N, CNC, CO, [Na+]. The product is COc1ccc(CN(C)C)cc1Br. Reaction SMILES: [Br:1][c:2]1[cH:3][c:4]([CH:5]=[O:6])[cH:7][cH:8][c:9]1[O:10][CH3:11].[C:15]([BH3-:16])#[N:17].[CH3:12][NH:13][CH3:14].[CH3:19][OH:20].[Na+:18]>>[Br:1][c:2]1[cH:3][c:4]([CH2:5][N:13]([CH3:12])[CH3:14])[cH:7][cH:8][c:9]1[O:10][CH3:11]. The reactants are Cl.FC=1C=C(C=CC1OC1=C2C(=NC=C1)C=C(S2)C(=O)N2CCCCC2)NC(=S)NC(CC2=CC=CC=C2)=O (N-(3-Fluoro-4-(2-(piperidine-1-carbonyl)thieno[3,2-b]pyridin-7-yloxy)phenylcarbamothioyl)-2-phenylacetamide hydrochloride), FC=1C=C(C=CC1OC1=C2C(=NC=C1)C=C(S2)C(=O)N2CCCCC2)NC(=S)NC(CC2=CC=CC=C2)=O (N-(3-Fluoro-4-(2-(piperidine-1-carbonyl)thieno[3,2-b]pyridin-7-yloxy)phenylcarbamothioyl)-2-phenylacetamide), compound 8o. Product: Cl.FC=1C=C(C=CC1OC1=C2C(=NC=C1)C=C(S2)C(=O)N2CCCC2)NC(=S)NC(CC2=CC=CC=C2)=O (N-(3-Fluoro-4-(2-(pyrrolidine-1-carbonyl)thieno[3,2-b]pyridin-7-yloxy)phenylcarbamothioyl)-2-phenylacetamide hydrochloride). RXN SMILES: [ClH:1].[F:2][C:3]1[CH:4]=[C:5]([NH:27][C:28]([NH:30][C:31](=[O:39])[CH2:32][C:33]2[CH:38]=[CH:37][CH:36]=[CH:35][CH:34]=2)=[S:29])[CH:6]=[CH:7][C:8]=1[O:9][C:10]1[CH:15]=[CH:14][N:13]=[C:12]2[CH:16]=[C:17]([C:19]([N:21]3[CH2:26][CH2:25][CH2:24][CH2:23]C3)=[O:20])[S:18][C:11]=12.FC1C=C(NC(NC(=O)CC2C=CC=CC=2)=S)C=CC=1OC1C=CN=C2C=C(C(N3CCCCC3)=O)SC=12>>[ClH:1].[F:2][C:3]1[CH:4]=[C:5]([NH:27][C:28]([NH:30][C:31](=[O:39])[CH2:32][C:33]2[CH:34]=[CH:35][CH:36]=[CH:37][CH:38]=2)=[S:29])[CH:6]=[CH:7][C:8]=1[O:9][C:10]1[CH:15]=[CH:14][N:13]=[C:12]2[CH:16]=[C:17]([C:19]([N:21]3[CH2:23][CH2:24][CH2:25][CH2:26]3)=[O:20])[S:18][C:11]=12 |f:0.1,3.4|. Procedure details: Following the procedure described above for the synthesis of compound 136a (example 93) but substituting compound 135d (example 92, table 11) for the compound 8o (example 37, table 6), title compound 136b was obtained. Characterization of this material is provided in Table 12. The reactants are OC1C2=C(OCC3=C1C=CC=C3)C=CC(=C2)C(=O)OC (methyl 6,11-dihydro-11-hydroxydibenz[b,e]oxepin-2-carboxylate), O1CCCC1 (tetrahydrofuran), [OH-].[Na+] (sodium hydroxide). Solvent: O (water). Run at time 48 hour. Yields the product OC1C2=C(OCC3=C1C=CC=C3)C=CC(=C2)C(=O)O (6,11-Dihydro-11-hydroxydibenz[b,e]oxepin-2-carboxylic Acid). Reaction SMILES: [OH:1][CH:2]1[C:8]2[CH:9]=[CH:10][CH:11]=[CH:12][C:7]=2[CH2:6][O:5][C:4]2[CH:13]=[CH:14][C:15]([C:17]([O:19]C)=[O:18])=[CH:16][C:3]1=2.O1CCCC1.[OH-].[Na+]>O>[OH:1][CH:2]1[C:8]2[CH:9]=[CH:10][CH:11]=[CH:12][C:7]=2[CH2:6][O:5][C:4]2[CH:13]=[CH:14][C:15]([C:17]([OH:19])=[O:18])=[CH:16][C:3]1=2 |f:2.3|. Reported procedure: Dissolve 900 mg. of methyl 6,11-dihydro-11-hydroxydibenz[b,e]oxepin-2-carboxylate in 20 cc. of tetrahydrofuran. Add 20 cc. 1 N aqueous sodium hydroxide. Stir at room temperature for 48 hours. Dilute with water and extract with ether. Acidify the aqueous fraction with hydrochloric acid and extract with ether. Evaporate the organic phase to obtain the title product (m.p. 275° C. dec.).